Dataset: the Open Reaction Database (ORD), a public repository of structured organic reaction records. Task: describe an organic reaction: reactants, conditions, products, and yield The reactants are ICC=1N=C(OC1C1=CC=CC=C1)C1=CC=C(C=C1)C (4-iodomethyl-5-phenyl-2-p-tolyloxazole), C/C(=N\O)/C(=O)C (diacetylmonoxime), BrC=1C=C(C=O)C=CC1 (3-bromobenzaldehyde). The product is BrC=1C=C(C=CC1)C=1OC(=C(N1)CI)C (2-(3-bromophenyl)-4-iodomethyl-5-methyloxazole). RXN SMILES: [I:1][CH2:2][C:3]1[N:4]=[C:5]([C:14]2[CH:19]=[CH:18][C:17](C)=[CH:16][CH:15]=2)[O:6][C:7]=1[C:8]1C=CC=CC=1.C/C(/C(C)=O)=N\O.[Br:28]C1C=C(C=CC=1)C=O>>[Br:28][C:16]1[CH:15]=[C:14]([C:5]2[O:6][C:7]([CH3:8])=[C:3]([CH2:2][I:1])[N:4]=2)[CH:19]=[CH:18][CH:17]=1. Procedure: Analogously to the building block synthesis of 4-iodomethyl-5-phenyl-2-p-tolyloxazole, diacetylmonoxime and 3-bromobenzaldehyde gave 2-(3-bromophenyl)-4-iodomethyl-5-methyloxazole. Starting materials: CO, [H][H], O=C(NC1(C(=O)NC2CCN(c3ccccc3[N+](=O)[O-])CC2O)CCCCC1)c1cc2ccccc2o1. Yields the product Nc1ccccc1N1CCC(NC(=O)C2(NC(=O)c3cc4ccccc4o3)CCCCC2)C(O)C1. Reaction SMILES: [CH3:40][OH:41].[H:38][H:39].[o:1]1[c:2]([C:10](=[O:11])[NH:12][C:13]2([C:19](=[O:20])[NH:21][CH:22]3[CH:23]([OH:37])[CH2:24][N:25]([c:28]4[c:29]([N+:34]([O-:35])=[O:36])[cH:30][cH:31][cH:32][cH:33]4)[CH2:26][CH2:27]3)[CH2:14][CH2:15][CH2:16][CH2:17][CH2:18]2)[cH:3][c:4]2[c:5]1[cH:6][cH:7][cH:8][cH:9]2>>[o:1]1[c:2]([C:10](=[O:11])[NH:12][C:13]2([C:19](=[O:20])[NH:21][CH:22]3[CH:23]([OH:37])[CH2:24][N:25]([c:28]4[c:29]([NH2:34])[cH:30][cH:31][cH:32][cH:33]4)[CH2:26][CH2:27]3)[CH2:14][CH2:15][CH2:16][CH2:17][CH2:18]2)[cH:3][c:4]2[c:5]1[cH:6][cH:7][cH:8][cH:9]2.